describe an organic reaction: reactants, conditions, products, and yield From a dataset of the Open Reaction Database (ORD), a public repository of structured organic reaction records. Reactants: CCCCCCCCCCCCCCCC(=O)CS(C)=O, CC(C)=O, O=C(OC(=O)C(F)(F)F)C(F)(F)F, [I-], [Na+]. The product is CCCCCCCCCCCCCCCC(=O)CSC. RXN SMILES: [CH3:14][S:15](=[O:16])[CH2:17][C:18]([CH2:19][CH2:20][CH2:21][CH2:22][CH2:23][CH2:24][CH2:25][CH2:26][CH2:27][CH2:28][CH2:29][CH2:30][CH2:31][CH2:32][CH3:33])=[O:34].[CH3:37][C:38](=[O:39])[CH3:40].[F:1][C:2]([F:3])([F:4])[C:5]([O:6][C:7](=[O:8])[C:9]([F:10])([F:11])[F:12])=[O:13].[I-:36].[Na+:35]>>[CH3:14][S:15][CH2:17][C:18]([CH2:19][CH2:20][CH2:21][CH2:22][CH2:23][CH2:24][CH2:25][CH2:26][CH2:27][CH2:28][CH2:29][CH2:30][CH2:31][CH2:32][CH3:33])=[O:34]. Starting materials: N-Boc-L-cyclohexylalanine, Compounds 1b(i), CC(C)(OC(=O)NC(C(CN(CC(C(CC1=CC=CC=C1)NC(OC(C)(C)C)=O)O)CC1=CC=CC=C1)O)CC1=CC=CC=C1)C ([3-[[3-[[(1,1-Dimethylethoxy)carbonyl]amino]-2-hydroxy-4-phenylbutyl](phenylmethyl)amino]-2-hydroxy-1-(phenylmethyl)propyl]carbamic acid, 1,1-dimethylethyl ester). Solvent: CO (MeOH). The product is N(CC(C(CC1CCCCC1)NC(OC(C)(C)C)=O)O)CC(C(CC1CCCCC1)NC(OC(C)(C)C)=O)O ([Iminobis[-1(Cyclohexyl-methyl)-2-hydroxy-3,1-propanediyl]]-biscarbamic acid, bis(1,1dimethylethyl) ester). RXN SMILES: [CH3:1][C:2]([CH3:46])([O:4][C:5]([NH:7][CH:8]([CH2:39][C:40]1[CH:45]=[CH:44][CH:43]=[CH:42][CH:41]=1)[CH:9]([OH:38])[CH2:10][N:11](CC1C=CC=CC=1)[CH2:12][CH:13]([OH:30])[CH:14]([NH:22][C:23](=[O:29])[O:24][C:25]([CH3:28])([CH3:27])[CH3:26])[CH2:15][C:16]1[CH:21]=[CH:20][CH:19]=[CH:18][CH:17]=1)=[O:6])[CH3:3]>CO>[NH:11]([CH2:10][CH:9]([OH:38])[CH:8]([NH:7][C:5](=[O:6])[O:4][C:2]([CH3:46])([CH3:3])[CH3:1])[CH2:39][CH:40]1[CH2:45][CH2:44][CH2:43][CH2:42][CH2:41]1)[CH2:12][CH:13]([OH:30])[CH:14]([NH:22][C:23](=[O:29])[O:24][C:25]([CH3:28])([CH3:26])[CH3:27])[CH2:15][CH:16]1[CH2:17][CH2:18][CH2:19][CH2:20][CH2:21]1. Reported procedure: Starting from N-Boc-L-cyclohexylalanine in place of N-Boc-L-phenylalanine, the title Compound 14 (white solid) was prepared using procedures analogous to those described for Compounds 1b(i), 4b, and 7. [α]D =-33.7° (c 0.18, MeOH). 13C NMR (CDCl3): δ26.1, 26.4, 26.5, 28.4, 32.3, 34.2, 34.3, 38.1, 51.0, 51.6, 72.7, 79.5, 156.4. Mass Spec. (M+H )+ @556. High Resolution FAB; exact mass calcd. for C30H58O6N3 (M+H)+, 556,4325; Found 556.4304. Reactants: [BH4-], CC(=O)c1cc2c(s1)C(=O)c1ccsc1C2=O, CO, [Na+]. Yields the product CC(O)c1cc2c(s1)C(=O)c1ccsc1C2=O. RXN SMILES: [BH4-:18].[C:1]([CH3:2])(=[O:3])[c:4]1[cH:5][c:6]2[c:7]([s:8]1)[C:9](=[O:17])[c:10]1[c:11]([s:12][cH:13][cH:14]1)[C:15]2=[O:16].[CH3:20][OH:21].[Na+:19]>>[CH:1]([CH3:2])([OH:3])[c:4]1[cH:5][c:6]2[c:7]([s:8]1)[C:9](=[O:17])[c:10]1[c:11]([s:12][cH:13][cH:14]1)[C:15]2=[O:16]. Starting materials: Cl.N1C(CCCC1)=O (piperidone hydrochloride), C(=O)([O-])[O-].[K+].[K+] (K2CO3), ClC=1SC(=CN1)CCl (2-chloro-5-chloromethylthiazole). Solvent: C(C)#N (acetonitrile). Run at temperature 60 celsius. Product: ClC=1SC(=CN1)CN1CCC(CC1)=O (1-(2-chloro-5-thiazolylmethyl)piperidine 4-one). RXN SMILES: Cl.[NH:2]1[CH2:7][CH2:6][CH2:5][CH2:4][C:3]1=O.C([O-])([O-])=[O:10].[K+].[K+].[Cl:15][C:16]1[S:17][C:18]([CH2:21]Cl)=[CH:19][N:20]=1>C(#N)C>[Cl:15][C:16]1[S:17][C:18]([CH2:21][N:2]2[CH2:7][CH2:6][C:5](=[O:10])[CH2:4][CH2:3]2)=[CH:19][N:20]=1 |f:0.1,2.3.4|. Procedure details: 25 gm of piperidone hydrochloride was taken in 250 ml acetonitrile. 68.7 gm of K2CO3 was added under stirring at 60° C., followed by addition of 27.8 gm of 2-chloro-5-chloromethylthiazole and refluxed for 6 hours.